Dataset: the Open Reaction Database (ORD), a public repository of structured organic reaction records. Task: describe an organic reaction: reactants, conditions, products, and yield Starting materials: C(C)OC(=O)C=1N(N=C(C1)C1=CC=CC=C1)C (2-methyl-5-phenyl-2H-pyrazole-3-carboxylic acid ethyl ester), [OH-].[Na+] (NaOH). Solvent: CO (MeOH). Reaction conditions: time 1 hour. The product is CN1N=C(C=C1C(=O)O)C1=CC=CC=C1 (2-Methyl-5-phenyl-2H-pyrazole-3-carboxylic acid). Reaction SMILES: C([O:3][C:4]([C:6]1[N:7]([CH3:17])[N:8]=[C:9]([C:11]2[CH:16]=[CH:15][CH:14]=[CH:13][CH:12]=2)[CH:10]=1)=[O:5])C.[OH-].[Na+]>CO>[CH3:17][N:7]1[C:6]([C:4]([OH:5])=[O:3])=[CH:10][C:9]([C:11]2[CH:16]=[CH:15][CH:14]=[CH:13][CH:12]=2)=[N:8]1 |f:1.2|. Procedure details: To a solution of 2-methyl-5-phenyl-2H-pyrazole-3-carboxylic acid ethyl ester (2.3 g, 10 mmol) in MeOH (30 mL) is added 1 N NaOH (12 mL) in one portion at RT. The mixture is stirred at RT for 1 h. Most of the MeOH is removed with a rotary evaporator, and the remaining aqueous solution is diluted with water (12 mL) and neutralized with 1 N HCl to pH=5. The precipitate is collected by filtration, washed with water and dried to give the title compound. 1H NMR (CDCl): 7.26-7.82 (m, 6H), 4.26 (s, 3H);...